From a dataset of the Open Reaction Database (ORD), a public repository of structured organic reaction records. describe an organic reaction: reactants, conditions, products, and yield Reactants: O=[N+]([O-])c1cccc(CBr)c1, [K+], [K+], Nc1cc(F)ccc1S, O=C([O-])[O-], CN(C)C=O. The product is Nc1cc(F)ccc1SCc1cccc([N+](=O)[O-])c1. As a reaction SMILES: [Br:10][CH2:11][c:12]1[cH:13][c:14]([N+:18](=[O:19])[O-:20])[cH:15][cH:16][cH:17]1.[K+:21].[K+:22].[NH2:1][c:2]1[c:3]([SH:9])[cH:4][cH:5][c:6]([F:8])[cH:7]1.[O-:23][C:24]([O-:25])=[O:26].[O:27]=[CH:28][N:29]([CH3:30])[CH3:31]>>[NH2:1][c:2]1[c:3]([S:9][CH2:11][c:12]2[cH:13][c:14]([N+:18](=[O:19])[O-:20])[cH:15][cH:16][cH:17]2)[cH:4][cH:5][c:6]([F:8])[cH:7]1. The reactants are ClC=1C=CC2=C(N=C(O2)C=2C(=CC(=C(C2)[C@]2(NC(COC(C2(F)F)(C)C)=O)C)F)F)C1 ((R)-5-[5-(5-chloro-benzooxazol-2-yl)-2,4-difluoro-phenyl]-6,6-difluoro-5,7,7-trimethyl-[1,4]oxazepan-3-one), COC=1C=CC(=CC1)P2(=S)SP(=S)(S2)C=3C=CC(=CC3)OC (Lawesson's reagent). Product: ClC=1C=CC2=C(N=C(O2)C=2C(=CC(=C(C2)[C@]2(NC(COC(C2(F)F)(C)C)=S)C)F)F)C1 ((R)-5-[5-(5-Chloro-benzooxazol-2-yl)-2,4-difluoro-phenyl]-6,6-difluoro-5,7,7-trimethyl-[1,4]oxazepan-3-thione). Reaction SMILES: [Cl:1][C:2]1[CH:3]=[CH:4][C:5]2[O:9][C:8]([C:10]3[C:11]([F:30])=[CH:12][C:13]([F:29])=[C:14]([C@:16]4([CH3:28])[C:22]([F:24])([F:23])[C:21]([CH3:26])([CH3:25])[O:20][CH2:19][C:18](=O)[NH:17]4)[CH:15]=3)=[N:7][C:6]=2[CH:31]=1.COC1C=CC(P2(SP(C3C=CC(OC)=CC=3)(=S)S2)=[S:41])=CC=1>>[Cl:1][C:2]1[CH:3]=[CH:4][C:5]2[O:9][C:8]([C:10]3[C:11]([F:30])=[CH:12][C:13]([F:29])=[C:14]([C@:16]4([CH3:28])[C:22]([F:24])([F:23])[C:21]([CH3:26])([CH3:25])[O:20][CH2:19][C:18](=[S:41])[NH:17]4)[CH:15]=3)=[N:7][C:6]=2[CH:31]=1. Procedure: In a manner analogous to that described in Example 2b), the reaction of (R)-5-[5-(5-chloro-benzooxazol-2-yl)-2,4-difluoro-phenyl]-6,6-difluoro-5,7,7-trimethyl-[1,4]oxazepan-3-one (35 mg, 77 μmol) with Lawesson's reagent (34 mg, 84 μmol) yielded the title compound in quantitative yield as a white powder. MS (ISP): m/z=473.0 [M+H]+. Reactants: COC(=O)Nc1cccc(C)c1CBr, Cl, [H-], Cc1nc2c(N)cccn2c1C=O, [Na+], C1CCOC1. Yields the product COC(=O)Nc1cccc(C)c1CNc1cccn2c(C=O)c(C)nc12. As a reaction SMILES: [CH3:16][O:17][C:18](=[O:19])[NH:20][c:21]1[c:22]([CH2:23][Br:24])[c:25]([CH3:29])[cH:26][cH:27][cH:28]1.[ClH:30].[H-:1].[NH2:3][c:4]1[c:5]2[n:6]([cH:7][cH:8][cH:9]1)[c:10]([CH:14]=[O:15])[c:11]([CH3:13])[n:12]2.[Na+:2].[O:31]1[CH2:32][CH2:33][CH2:34][CH2:35]1>>[NH:3]([c:4]1[c:5]2[n:6]([cH:7][cH:8][cH:9]1)[c:10]([CH:14]=[O:15])[c:11]([CH3:13])[n:12]2)[CH2:23][c:22]1[c:21]([NH:20][C:18]([O:17][CH3:16])=[O:19])[cH:28][cH:27][cH:26][c:25]1[CH3:29]. Starting materials: COc1ccc(O)c2ccccc12, O=[N+]([O-])c1cc[n+]([O-])cc1F, [Na+], [Na+], O=C([O-])[O-], CN(C)C=O, O. Yields the product COc1ccc(Oc2c[n+]([O-])ccc2[N+](=O)[O-])c2ccccc12. RXN SMILES: [CH3:1][O:2][c:3]1[cH:4][cH:5][c:6]([OH:13])[c:7]2[cH:8][cH:9][cH:10][cH:11][c:12]12.[F:20][c:21]1[cH:22][n+:23]([O-:30])[cH:24][cH:25][c:26]1[N+:27](=[O:28])[O-:29].[Na+:14].[Na+:15].[O-:16][C:17](=[O:18])[O-:19].[O:32]=[CH:33][N:34]([CH3:35])[CH3:36].[OH2:31]>>[CH3:1][O:2][c:3]1[cH:4][cH:5][c:6]([O:13][c:21]2[cH:22][n+:23]([O-:30])[cH:24][cH:25][c:26]2[N+:27](=[O:28])[O-:29])[c:7]2[cH:8][cH:9][cH:10][cH:11][c:12]12. The reactants are Cl.Cl.N(C(=N)N)C=1SC=C(N1)CSCCN (2-(2-guanidino-4-thiazolylmethylthio)-ethylamine dihydrochloride), [Na] (sodium), CS(=O)C=1NC=CC1[N+](=O)[O-] (2-methylsulphinyl-3-nitropyrrole). The solvent is C(C)O (ethanol), C(C)O (ethanol). The product is N(C(=N)N)C=1SC=C(N1)CSCCNC=1NC=CC1[N+](=O)[O-] (2-[2-(2-Guanidino-4-thiazolylmethylthio)ethylamino]-3-nitropyrrole). RXN SMILES: Cl.Cl.[NH:3]([C:7]1[S:8][CH:9]=[C:10]([CH2:12][S:13][CH2:14][CH2:15][NH2:16])[N:11]=1)[C:4]([NH2:6])=[NH:5].[Na].CS([C:21]1[NH:22][CH:23]=[CH:24][C:25]=1[N+:26]([O-:28])=[O:27])=O>C(O)C>[NH:3]([C:7]1[S:8][CH:9]=[C:10]([CH2:12][S:13][CH2:14][CH2:15][NH:16][C:21]2[NH:22][CH:23]=[CH:24][C:25]=2[N+:26]([O-:28])=[O:27])[N:11]=1)[C:4]([NH2:6])=[NH:5] |f:0.1.2,^1:16|. Reported procedure: A solution of 2-(2-guanidino-4-thiazolylmethylthio)-ethylamine dihydrochloride (4 g, 0.013 mole) in ethanol (25 ml) was basified with a solution of sodium (0.65 g, 0.028 mole) in ethanol (20 ml). The mixture was filtered and the filtrate added to 2-methylsulphinyl-3-nitropyrrole (1.5 g, 0.0086 mole). The mixture was refluxed for 5 days, then the solvent was removed in vacuo and the residue chromatographed on a silica-gel column. The product was eluted with ethyl acetate/propan-2-ol (8:2) and rec...